Dataset: the Open Reaction Database (ORD), a public repository of structured organic reaction records. Task: describe an organic reaction: reactants, conditions, products, and yield Reactants: CC(=O)OC(C)=O, CO, Cc1ccc(N)cc1Cl, CC(Cl)(C(=O)Nc1ccccc1)[N+](=O)[O-], Nc1ccccc1. Yields the product CC(=O)Nc1ccccc1, O=[N+]([O-])O. As a reaction SMILES: [CH3:17][C:18](=[O:19])[O:20][C:21](=[O:22])[CH3:23].[CH3:39][OH:40].[Cl:1][c:2]1[cH:3][c:4]([NH2:9])[cH:5][cH:6][c:7]1[CH3:8].[Cl:24][C:25]([C:26](=[O:27])[NH:28][c:29]1[cH:30][cH:31][cH:32][cH:33][cH:34]1)([N+:35](=[O:36])[O-:37])[CH3:38].[NH2:10][c:11]1[cH:12][cH:13][cH:14][cH:15][cH:16]1>>[CH3:25][C:26](=[O:27])[NH:28][c:29]1[cH:30][cH:31][cH:32][cH:33][cH:34]1.[O-:19][N+:35](=[O:36])[OH:37]. Starting materials: S(=O)(Cl)Cl (thionyl chloride), BrC1=C(C=CC(=C1)F)CC(=O)O ((2-bromo-4-fluoro-phenyl)-acetic acid). Solvent: C(Cl)Cl (DCM). Product: BrC1=C(C=CC(=C1)F)CC(=O)Cl ((2-bromo-4-fluorophenyl)-acetyl chloride). Reaction SMILES: S(Cl)([Cl:3])=O.[Br:5][C:6]1[CH:11]=[C:10]([F:12])[CH:9]=[CH:8][C:7]=1[CH2:13][C:14]([OH:16])=O>C(Cl)Cl>[Br:5][C:6]1[CH:11]=[C:10]([F:12])[CH:9]=[CH:8][C:7]=1[CH2:13][C:14]([Cl:3])=[O:16]. Reported procedure: Add thionyl chloride (1.5 g, 12.6 mmol) to a solution of (2-bromo-4-fluoro-phenyl)-acetic acid (0.3 g, 1.26 mmol) in DCM (3 mL). Reflux the mixture for 2 h. Remove the solvent and excess thionyl chloride under reduced pressure to give the intermediate (2-bromo-4-fluorophenyl)-acetyl chloride. Dissolve the residue in DCM (3 mL) and add to a stirred solution of ethanolamine (0.15 mL, 2.52 mmol) in DCM (3 mL) at 0° C. Stir the mixture overnight. Dilute with DCM and wash with saturated NaHCO3, water... The reactants are C[Si](C)(C)C#CC1=CC(=C(OC2OCCCC2)C=C1)C (2-(4-(trimethylsilylethynyl)-2-methylphenoxy)perhydro-2H-pyrane), C([O-])([O-])=O.[K+].[K+] (potassium carbonate). Run in CO (methanol). Reaction conditions: time 7 hour. Yields the product C(#C)C1=CC(=C(OC2OCCCC2)C=C1)C (2-(4-ethynyl-2-methylphenoxy)perhydro-2H-pyrane). The yield is 91.0%. As a reaction SMILES: C[Si]([C:5]#[C:6][C:7]1[CH:19]=[CH:18][C:10]([O:11][CH:12]2[CH2:17][CH2:16][CH2:15][CH2:14][O:13]2)=[C:9]([CH3:20])[CH:8]=1)(C)C.C(=O)([O-])[O-].[K+].[K+]>CO>[C:6]([C:7]1[CH:19]=[CH:18][C:10]([O:11][CH:12]2[CH2:17][CH2:16][CH2:15][CH2:14][O:13]2)=[C:9]([CH3:20])[CH:8]=1)#[CH:5] |f:1.2.3|. Reported procedure: In a flask equipped with a stirrer and a thermometer, 11.87 g of 2-(4-(trimethylsilylethynyl)-2-methylphenoxy)perhydro-2H-pyrane prepared in Step 2-2 and 0.13 g of potassium carbonate were suspended in 50 g of methanol under a nitrogen atmosphere, stirred at room temperature for 7 hours, and concentrated at 60° C. under a pressure of 20 Torr. The concentrate was purified through silica gel chromatography using a 20/1 (by volume) mixture of hexane/ethylacetate mixed with 0.1 wt % triethyl amine a... The reactants are C(C1=CC=CC=C1)N1CCC(CC1)C1=NC=CC2=C1C=CS2 (4-(1-Benzyl-4-piperidinyl)thieno[3,2-c]pyridine), ClC(=O)OCC (ethyl chloroformate), C(=O)([O-])[O-].[K+].[K+] (K2CO3). Solvent: C1(=CC=CC=C1)C (toluene), O (water). Reaction conditions: time 12 hour. Yields the product S1C=CC=2C(=NC=CC21)C2CCN(CC2)C(=O)OCC (Ethyl 4-thieno[3,2-c]pyridin-4-yl-1-piperidinecarboxylate). As a reaction SMILES: C([N:8]1[CH2:13][CH2:12][CH:11]([C:14]2[C:19]3[CH:20]=[CH:21][S:22][C:18]=3[CH:17]=[CH:16][N:15]=2)[CH2:10][CH2:9]1)C1C=CC=CC=1.Cl[C:24]([O:26][CH2:27][CH3:28])=[O:25].C([O-])([O-])=O.[K+].[K+]>C1(C)C=CC=CC=1.O>[S:22]1[C:18]2[CH:17]=[CH:16][N:15]=[C:14]([CH:11]3[CH2:12][CH2:13][N:8]([C:24]([O:26][CH2:27][CH3:28])=[O:25])[CH2:9][CH2:10]3)[C:19]=2[CH:20]=[CH:21]1 |f:2.3.4|. Procedure: 1 g of the product obtained in Step E is added dropwise to a suspension of 93 ml of ethyl chloroformate and 0.89 g of K2CO3 in 5 ml of toluene. After 12 hours at ambient temperature, the reaction mixture is diluted with water, extracted with toluene and then concentrated under reduced pressure. Chromatography on silica gel (dichloromethane/methanol: 95/5) enables the expected product to be isolated.